The task is: describe an organic reaction: reactants, conditions, products, and yield. This data is from the Open Reaction Database (ORD), a public repository of structured organic reaction records. Procedure: A solution of diethoxythioacetamide (6.65 g; 0.04077 mol) and 2-bromo-1-(3-methylisoxazol-5-yl)ethanone (10 g; 0.04077 mol), prepared as described in the above step, in absolute ethanol (31.3 ml) was kept overnight at room temperature and then refluxed for 30 minutes. Reaction conditions: time 8 hour. Starting materials: C(C)OC(C(=S)N)OCC (diethoxythioacetamide), BrCC(=O)C1=CC(=NO1)C (2-bromo-1-(3-methylisoxazol-5-yl)ethanone). Solvent: C(C)O (ethanol). RXN SMILES: C(O[CH:4]([O:8]CC)[C:5]([NH2:7])=[S:6])C.Br[CH2:12][C:13]([C:15]1[O:19][N:18]=[C:17]([CH3:20])[CH:16]=1)=O>C(O)C>[CH3:20][C:17]1[CH:16]=[C:15]([C:13]2[N:7]=[C:5]([CH:4]=[O:8])[S:6][CH:12]=2)[O:19][N:18]=1. Product: CC1=NOC(=C1)C=1N=C(SC1)C=O (4-(3-methylisoxazol-5-yl)thiazole-2-carbaldehyde). Starting materials: C(CCCCCCCCC\C=C/CCCCC)O.O1C(CCCC1)OC1OCCCC1 (Z-11-heptadecenol tetrahydropyranyl ether), C(CCCCCCCCC\C=C/CCCCC)O.O1C(CCCC1)OC1OCCCC1 (Z-11-heptadecenol tetrahydropyranyl ether), CO (methanol). The reagents and catalysts are Cl (hydrochloric acid). The solvent is O (water). Reaction conditions: time 3 hour. The product is C(CCCCCCCCC\C=C/CCCCC)O ((Z)-11-heptadecenol). As a reaction SMILES: [CH2:1]([OH:18])[CH2:2][CH2:3][CH2:4][CH2:5][CH2:6][CH2:7][CH2:8][CH2:9][CH2:10]/[CH:11]=[CH:12]\[CH2:13][CH2:14][CH2:15][CH2:16][CH3:17].O1CCCCC1OC1CCCCO1.CO>Cl.O>[CH2:1]([OH:18])[CH2:2][CH2:3][CH2:4][CH2:5][CH2:6][CH2:7][CH2:8][CH2:9][CH2:10]/[CH:11]=[CH:12]\[CH2:13][CH2:14][CH2:15][CH2:16][CH3:17] |f:0.1|. Procedure: 5 g. of (Z)-11-heptadecenol-tetrahydropyranyl-ether (Formula III, R=CH3, Y=tetrahydropyranyl) are dissolved in 30 ml. of methanol. 4-5 drops of hydrochloric acid are added to the solution, and the mixture is stirred at room temperature for 3 hours. The reaction mixture is poured into water and extracted with 100 ml. of methylene chloride. The extract is washed with water, dried over magnesium sulfate, filtered, and the solvent is evaporated in vacuo. 2.8 g. of (Z)-11-heptadecenol (Formula II, R=... Starting materials: CCc1cc2c(cc1CC)CC(NCC(O)c1ccc(O)c3[nH]c(=O)ccc13)C2, CC(=O)O, CC(C)O. The product is CCc1cc2c(cc1CC)CC(NCC(O)c1ccc(O)c3[nH]c(=O)ccc13)C2, CC(=O)O. As a reaction SMILES: [CH2:1]([CH3:2])[c:3]1[cH:4][c:5]2[c:9]([cH:10][c:11]1[CH2:12][CH3:13])[CH2:8][CH:7]([NH:14][CH2:15][CH:16]([OH:17])[c:18]1[c:19]3[cH:20][cH:21][c:22](=[O:29])[nH:23][c:24]3[c:25]([OH:28])[cH:26][cH:27]1)[CH2:6]2.[CH3:30][C:31]([OH:32])=[O:33].[CH:34]([OH:35])([CH3:36])[CH3:37]>>[CH2:1]([CH3:2])[c:3]1[cH:4][c:5]2[c:9]([cH:10][c:11]1[CH2:12][CH3:13])[CH2:8][CH:7]([NH:14][CH2:15][CH:16]([OH:17])[c:18]1[c:19]3[cH:20][cH:21][c:22](=[O:29])[nH:23][c:24]3[c:25]([OH:28])[cH:26][cH:27]1)[CH2:6]2.[CH3:30][C:31](=[O:32])[OH:33]. The reactants are N#Cc1cccc(NC(=O)Nc2ccc(S(=O)(=O)NCc3ccc(S(N)(=O)=O)cc3)cc2)c1, CCCOC(=O)N1CCNCC1. Product: CCCOC(=O)N1CCN(C(=N)c2cccc(NC(=O)Nc3ccc(S(=O)(=O)NCc4ccc(S(N)(=O)=O)cc4)cc3)c2)CC1. RXN SMILES: [C:1](#[N:2])[c:3]1[cH:4][c:5]([NH:9][C:10]([NH:11][c:12]2[cH:13][cH:14][c:15]([S:18](=[O:19])(=[O:20])[NH:21][CH2:22][c:23]3[cH:24][cH:25][c:26]([S:29]([NH2:30])(=[O:31])=[O:32])[cH:27][cH:28]3)[cH:16][cH:17]2)=[O:33])[cH:6][cH:7][cH:8]1.[N:34]1([C:40](=[O:41])[O:42][CH2:43][CH2:44][CH3:45])[CH2:35][CH2:36][NH:37][CH2:38][CH2:39]1>>[C:1](=[NH:2])([c:3]1[cH:4][c:5]([NH:9][C:10]([NH:11][c:12]2[cH:13][cH:14][c:15]([S:18](=[O:19])(=[O:20])[NH:21][CH2:22][c:23]3[cH:24][cH:25][c:26]([S:29]([NH2:30])(=[O:31])=[O:32])[cH:27][cH:28]3)[cH:16][cH:17]2)=[O:33])[cH:6][cH:7][cH:8]1)[N:37]1[CH2:36][CH2:35][N:34]([C:40](=[O:41])[O:42][CH2:43][CH2:44][CH3:45])[CH2:39][CH2:38]1. Reactants: ClP(c1ccccc1)c1ccccc1, CC(C)c1nc(N(C)S(C)(=O)=O)nc(-c2ccc(F)cc2)c1CO, [H-], [Na+], O, Cc1ccccc1C. Product: CC(C)c1nc(N(C)S(C)(=O)=O)nc(-c2ccc(F)cc2)c1CP(=O)(c1ccccc1)c1ccccc1. RXN SMILES: [Cl:27][P:28]([c:29]1[cH:30][cH:31][cH:32][cH:33][cH:34]1)[c:35]1[cH:36][cH:37][cH:38][cH:39][cH:40]1.[F:1][c:2]1[cH:3][cH:4][c:5](-[c:8]2[n:9][c:10]([N:19]([S:20](=[O:21])(=[O:22])[CH3:23])[CH3:24])[n:11][c:12]([CH:16]([CH3:17])[CH3:18])[c:13]2[CH2:14][OH:15])[cH:6][cH:7]1.[H-:25].[Na+:26].[OH2:41].[c:42]1([CH3:43])[c:44]([CH3:45])[cH:46][cH:47][cH:48][cH:49]1>>[F:1][c:2]1[cH:3][cH:4][c:5](-[c:8]2[n:9][c:10]([N:19]([S:20](=[O:21])(=[O:22])[CH3:23])[CH3:24])[n:11][c:12]([CH:16]([CH3:17])[CH3:18])[c:13]2[CH2:14][P:28]([c:29]2[cH:30][cH:31][cH:32][cH:33][cH:34]2)([c:35]2[cH:36][cH:37][cH:38][cH:39][cH:40]2)=[O:41])[cH:6][cH:7]1.